The task is: describe an organic reaction: reactants, conditions, products, and yield. This data is from the Open Reaction Database (ORD), a public repository of structured organic reaction records. Product: ClC1=C(CC=2C(=NNC2N2C(C3=CC=CC=C3C2=O)=O)O)C=CC=C1Cl (2-(4-(2,3-dichlorobenzyl)-3-hydroxy-1H-pyrazol-5-yl)isoindoline-1,3-dione). As a reaction SMILES: [NH2:1][C:2]1[C:6]([CH2:7][C:8]2[CH:13]=[CH:12][CH:11]=[C:10]([Cl:14])[C:9]=2[Cl:15])=[C:5]([OH:16])[NH:4][N:3]=1.[C:17]1(=O)[C:25]2[C:20](=[CH:21][CH:22]=[CH:23][CH:24]=2)[C:19](=[O:26])[O:18]1>C(O)(=O)C>[Cl:15][C:9]1[C:10]([Cl:14])=[CH:11][CH:12]=[CH:13][C:8]=1[CH2:7][C:6]1[C:5]([OH:16])=[N:4][NH:3][C:2]=1[N:1]1[C:17](=[O:18])[C:25]2[C:20](=[CH:21][CH:22]=[CH:23][CH:24]=2)[C:19]1=[O:26]. Starting materials: NC1=NNC(=C1CC1=C(C(=CC=C1)Cl)Cl)O (3-amino-4-(2,3-dichlorobenzyl)-1H-pyrazol-5-ol), C1(OC(C2=CC=CC=C12)=O)=O (isobenzofuran-1,3-dione). Procedure: A mixture of 3-amino-4-(2,3-dichlorobenzyl)-1H-pyrazol-5-ol (18 g, 70 mmol) and isobenzofuran-1,3-dione (20 g, 140 mmol) in acetic acid (100 mL), was stirred under reflux for 16 h. The reaction mixture was cooled and filtered to provide the titled compound (13 g, 50%); LC/MS: MS (ES+) m/e 388 (MH+); 1H NMR (300 MHz, DMSO-d6) δ ppm 3.66 (s, 2H), 7.20-7.31 (m, 2H), 7.51 (d, J=7.5 Hz, 1H), 7.99-8.02 (m, 2H), 8.11 (s, 2H), 8.25-8.28 (m, 2H). Yield: 47.8%. Run in C(C)(=O)O (acetic acid). The reactants are CCOCc1nc2cnc3cc(Br)ccc3c2n1CCCCSC(C)=O, C[O-], CO, [Na+]. Product: CCOCc1nc2cnc3cc(Br)ccc3c2n1CCCCS. As a reaction SMILES: [Br:1][c:2]1[cH:3][cH:4][c:5]2[c:6]3[c:7]([cH:8][n:9][c:10]2[cH:11]1)[n:12][c:13]([CH2:23][O:24][CH2:25][CH3:26])[n:14]3[CH2:15][CH2:16][CH2:17][CH2:18][S:19][C:20](=[O:21])[CH3:22].[CH3:27][O-:28].[CH3:30][OH:31].[Na+:29]>>[Br:1][c:2]1[cH:3][cH:4][c:5]2[c:6]3[c:7]([cH:8][n:9][c:10]2[cH:11]1)[n:12][c:13]([CH2:23][O:24][CH2:25][CH3:26])[n:14]3[CH2:15][CH2:16][CH2:17][CH2:18][SH:19]. Starting materials: CCS(=O)(=O)N1CCC(c2c[nH]c3c(C(N)=O)cc(-c4cccc(C=O)c4)cc23)CC1, CNCCN(C)C, ClCCl. Yields the product CCS(=O)(=O)N1CCC(c2c[nH]c3c(C(N)=O)cc(-c4cccc(CN(C)CCN(C)C)c4)cc23)CC1. As a reaction SMILES: [CH2:1]([CH3:2])[S:3](=[O:4])(=[O:5])[N:6]1[CH2:7][CH2:8][CH:9]([c:12]2[cH:13][nH:14][c:15]3[c:16]([C:29](=[O:30])[NH2:31])[cH:17][c:18](-[c:21]4[cH:22][c:23]([CH:27]=[O:28])[cH:24][cH:25][cH:26]4)[cH:19][c:20]23)[CH2:10][CH2:11]1.[CH3:32][N:33]([CH2:34][CH2:35][NH:36][CH3:37])[CH3:38].[Cl:39][CH2:40][Cl:41]>>[CH2:1]([CH3:2])[S:3](=[O:4])(=[O:5])[N:6]1[CH2:7][CH2:8][CH:9]([c:12]2[cH:13][nH:14][c:15]3[c:16]([C:29](=[O:30])[NH2:31])[cH:17][c:18](-[c:21]4[cH:22][c:23]([CH2:27][N:36]([CH2:35][CH2:34][N:33]([CH3:32])[CH3:38])[CH3:37])[cH:24][cH:25][cH:26]4)[cH:19][c:20]23)[CH2:10][CH2:11]1. Starting materials: [N+](=O)([O-])C1=CC=C(C=C1)C=1NC(=C(N1)C(=O)O)C1=CC=C(C=C1)OC (2-(4-Nitrophenyl)-5-(4-methoxyphenyl)imidazole-4-carboxylic acid), hydrochloric acid—ether, S(=O)(Cl)Cl (thionyl chloride), NC=1SCCN1 (2-aminothiazoline). Yields the product COC1=CC=C(C=C1)C1=C(N=C(N1)C1=CC=C(C=C1)[N+](=O)[O-])C(=O)NC=1SCCN1 (5-(4-methoxyphenyl)-2-(4-nitrophenyl)-N-(2-thiazolinyl)imidazole-4-carboxamide). RXN SMILES: [N+:1]([C:4]1[CH:9]=[CH:8][C:7]([C:10]2[NH:11][C:12]([C:18]3[CH:23]=[CH:22][C:21]([O:24][CH3:25])=[CH:20][CH:19]=3)=[C:13]([C:15]([OH:17])=O)[N:14]=2)=[CH:6][CH:5]=1)([O-:3])=[O:2].S(Cl)(Cl)=O.[NH2:30][C:31]1[S:32][CH2:33][CH2:34][N:35]=1>>[CH3:25][O:24][C:21]1[CH:20]=[CH:19][C:18]([C:12]2[NH:11][C:10]([C:7]3[CH:6]=[CH:5][C:4]([N+:1]([O-:3])=[O:2])=[CH:9][CH:8]=3)=[N:14][C:13]=2[C:15]([NH:30][C:31]2[S:32][CH2:33][CH2:34][N:35]=2)=[O:17])=[CH:23][CH:22]=1. Reported procedure: 2-(4-Nitrophenyl)-5-(4-methoxyphenyl)imidazole-4-carboxylic acid, 1 M hydrochloric acid—ether solution, thionyl chloride and 2-aminothiazoline were reacted and treated in the same manner as in Example 1 to give 5-(4-methoxyphenyl)-2-(4-nitrophenyl)-N-(2-thiazolinyl)imidazole-4-carboxamide. Starting materials: O=C([O-])[O-], N=C(N)c1ccc(CNC(=O)c2cnn(Cc3ccccc3)c2)cc1, CCCCCCOC(=O)Cl, Cl, [K+], [K+], C1CCOC1, O. Yields the product CCCCCCOC(=O)N=C(N)c1ccc(CNC(=O)c2cnn(Cc3ccccc3)c2)cc1. As a reaction SMILES: [C:27](=[O:28])([O-:29])[O-:30].[CH2:2]([c:3]1[cH:4][cH:5][cH:6][cH:7][cH:8]1)[n:9]1[n:10][cH:11][c:12]([C:14](=[O:15])[NH:16][CH2:17][c:18]2[cH:19][cH:20][c:21]([C:24]([NH2:25])=[NH:26])[cH:22][cH:23]2)[cH:13]1.[Cl:33][C:34](=[O:35])[O:36][CH2:37][CH2:38][CH2:39][CH2:40][CH2:41][CH3:42].[ClH:1].[K+:31].[K+:32].[O:44]1[CH2:45][CH2:46][CH2:47][CH2:48]1.[OH2:43]>>[CH2:2]([c:3]1[cH:4][cH:5][cH:6][cH:7][cH:8]1)[n:9]1[n:10][cH:11][c:12]([C:14](=[O:15])[NH:16][CH2:17][c:18]2[cH:19][cH:20][c:21]([C:24](=[N:25][C:34](=[O:35])[O:36][CH2:37][CH2:38][CH2:39][CH2:40][CH2:41][CH3:42])[NH2:26])[cH:22][cH:23]2)[cH:13]1. The reactants are CCO, [Na+], CC(=O)N1CCS(=O)(=O)c2ccccc2C1, [OH-], O. Yields the product O=S1(=O)CCNCc2ccccc21. Reaction SMILES: [CH3:20][CH2:21][OH:22].[Na+:18].[O:1]=[S:2]1(=[O:16])[CH2:3][CH2:4][N:5]([C:13](=[O:14])[CH3:15])[CH2:6][c:7]2[c:8]1[cH:9][cH:10][cH:11][cH:12]2.[OH-:17].[OH2:19]>>[O:1]=[S:2]1(=[O:16])[CH2:3][CH2:4][NH:5][CH2:6][c:7]2[c:8]1[cH:9][cH:10][cH:11][cH:12]2.